From a dataset of the Open Reaction Database (ORD), a public repository of structured organic reaction records. describe an organic reaction: reactants, conditions, products, and yield The reactants are C(C)(C)(C)OC(=O)N1CCC(CC1)COC1=C(C(=CC=C1)F)C#N (4-(2-Cyano-3-fluorophenoxymethyl)piperidine-1-carboxylic acid tert-butyl ester), O1CCOCC1 (dioxane), Cl (HCl), O1CCOCC1 (dioxane). Conditions: time 5 hour. Yields the product Cl.FC1=C(C#N)C(=CC=C1)OCN1CCCCC1 (2-fluoro-6-(piperidin-1-ylmethoxy)benzonitrile hydrochloride). Isolated yield 66.0%. As a reaction SMILES: C(OC(N1CCC([CH2:14][O:15][C:16]2[CH:21]=[CH:20][CH:19]=[C:18]([F:22])[C:17]=2[C:23]#[N:24])CC1)=O)(C)(C)C.[ClH:25].O1[CH2:31][CH2:30]OCC1>>[ClH:25].[F:22][C:18]1[CH:19]=[CH:20][CH:21]=[C:16]([O:15][CH2:14][N:24]2[CH2:31][CH2:30][CH2:16][CH2:17][CH2:23]2)[C:17]=1[C:23]#[N:24] |f:3.4|. Reported procedure: 4-(2-Cyano-3-fluorophenoxymethyl)piperidine-1-carboxylic acid tert-butyl ester (920 mg, 2.8 mmol) was dissolved in 5 mL of dioxane, and 3 mL of 4M HCl in dioxane was added over 1 minute at room temperature. Reaction stirred for 5 hrs and white precipitate was collected by filtration. Solids rinsed once with cold ether and dried to afford 2-fluoro-6-(piperidin-1-ylmethoxy)benzonitrile hydrochloride. (500 mg; 66% yield). Starting materials: solid, intermediate E, BrC=1C=CC=2N(C1)C(=CN2)I (6-bromo-3-iodoimidazo[1,2-a]pyridine), ClC1=CC=C(C=C1)B(O)O (4-chloro-phenylboronic acid). The product is BrC=1C=CC=2N(C1)C(=CN2)C2=CC=C(C=C2)Cl (6-Bromo-3-(4-chloro-phenyl)-imidazo[1,2-a]pyridine). As a reaction SMILES: [Br:1][C:2]1[CH:3]=[CH:4][C:5]2[N:6]([C:8](I)=[CH:9][N:10]=2)[CH:7]=1.[Cl:12][C:13]1[CH:18]=[CH:17][C:16](B(O)O)=[CH:15][CH:14]=1>>[Br:1][C:2]1[CH:3]=[CH:4][C:5]2[N:6]([C:8]([C:16]3[CH:17]=[CH:18][C:13]([Cl:12])=[CH:14][CH:15]=3)=[CH:9][N:10]=2)[CH:7]=1. Procedure: The title compound, light yellow solid (0.28 g, 42%), MS (ISP) m/z=307.3 [(M+H)+], mp 157° C., was prepared in accordance with the general method of intermediate E from commercially available 6-bromo-3-iodoimidazo[1,2-a]pyridine (0.7 g, 2.17 mmol) and commercially available 4-chloro-phenylboronic acid (0.34 g, 2.17 mmol). The reactants are O=C([O-])[O-], Cc1ccc(C(=O)NC2CC2)cc1-n1cnc2ccc(N3CCNCC3)cc2c1=O, CCCI, [K+], [K+], O. Product: CCCN1CCN(c2ccc3ncn(-c4cc(C(=O)NC5CC5)ccc4C)c(=O)c3c2)CC1. RXN SMILES: [C:35](=[O:36])([O-:37])[O-:38].[CH:5]1([NH:8][C:9]([c:10]2[cH:11][c:12](-[n:17]3[cH:18][n:19][c:20]4[cH:21][cH:22][c:23]([N:28]5[CH2:29][CH2:30][NH:31][CH2:32][CH2:33]5)[cH:24][c:25]4[c:26]3=[O:27])[c:13]([CH3:16])[cH:14][cH:15]2)=[O:34])[CH2:6][CH2:7]1.[I:1][CH2:2][CH2:3][CH3:4].[K+:39].[K+:40].[OH2:41]>>[CH2:2]([CH2:3][CH3:4])[N:31]1[CH2:30][CH2:29][N:28]([c:23]2[cH:22][cH:21][c:20]3[n:19][cH:18][n:17](-[c:12]4[cH:11][c:10]([C:9]([NH:8][CH:5]5[CH2:6][CH2:7]5)=[O:34])[cH:15][cH:14][c:13]4[CH3:16])[c:26](=[O:27])[c:25]3[cH:24]2)[CH2:33][CH2:32]1. Solvent: FC(C(=O)O)(F)F (trifluoroacetic acid). Yield: 94.1%. The product is FC1=C(C=C(C(=C1)O)O)C(=O)N1CCOCC1 ((2-fluoro-4,5-dihydroxy-phenyl)-morpholin-4-yl-methanone). Reactants: FC=1C(=CC2=C(OC(O2)(C2=CC=CC=C2)C2=CC=CC=C2)C1)C(=O)N1CCOCC1 ((6-fluoro-2,2-diphenyl-benzo[1,3]dioxol-5-yl)-morpholin-4-yl-methanone), C(C)[SiH](CC)CC (triethylsilane). Procedure: To a cooled (ice-bath) solution of (6-fluoro-2,2-diphenyl-benzo[1,3]dioxol-5-yl)-morpholin-4-yl-methanone (5.70 g, 14.06 mMol) in trifluoroacetic acid (60 ml) was added triethylsilane (2.1 eq, 4.7 ml) over 10 min. The mixture was stirred 20 min at 0° C. and 4 h at room temperature. The volatiles were removed under reduced pressure and the residue purified by column chromatography on silica gel (2:1 ethyl acetate/heptane-ethyl acetate-10:1 ethyl acetate/methanol) to afford (2-fluoro-4,5-dihydroxy... As a reaction SMILES: [F:1][C:2]1[C:3]([C:23]([N:25]2[CH2:30][CH2:29][O:28][CH2:27][CH2:26]2)=[O:24])=[CH:4][C:5]2[O:9]C(C3C=CC=CC=3)(C3C=CC=CC=3)[O:7][C:6]=2[CH:22]=1.C([SiH](CC)CC)C>FC(F)(F)C(O)=O>[F:1][C:2]1[CH:22]=[C:6]([OH:7])[C:5]([OH:9])=[CH:4][C:3]=1[C:23]([N:25]1[CH2:30][CH2:29][O:28][CH2:27][CH2:26]1)=[O:24]. Reaction conditions: temperature 0 celsius, time 4 hour. Yields the product COC=1C=C(C=CC1OC)C1CC(N(N1)CC1=CC=CC=C1)=O (5-(3,4-dimethoxyphenyl)-2-benzyl-pyrazolin-3-one). Run in C1(=CC=CC=C1)C (toluene), ClCCl (dichloromethane). Reaction SMILES: [CH3:1][O:2][C:3]1[CH:4]=[C:5]([CH:11]2[NH:15][NH:14][C:13](=[O:16])[CH2:12]2)[CH:6]=[CH:7][C:8]=1[O:9][CH3:10].N1[C:22]([CH3:23])=[CH:21][C:20](C)=[CH:19][C:18]=1[CH3:25].C(Br)C1C=CC=CC=1>C1(C)C=CC=CC=1.ClCCl>[CH3:1][O:2][C:3]1[CH:4]=[C:5]([CH:11]2[NH:15][N:14]([CH2:25][C:18]3[CH:19]=[CH:20][CH:21]=[CH:22][CH:23]=3)[C:13](=[O:16])[CH2:12]2)[CH:6]=[CH:7][C:8]=1[O:9][CH3:10]. The reactants are COC=1C=C(C=CC1OC)C1CC(NN1)=O (5-(3,4-dimethoxyphenyl)-pyrazolin-3-one), N1=C(C=C(C=C1C)C)C (collidine), C(C1=CC=CC=C1)Br (benzyl bromide). Reported procedure: 5 g of 5-(3,4-dimethoxyphenyl)-pyrazolin-3-one, prepared according to Example 1C, were suspended in 100 ml of toluene. First 3 ml of collidine and subsequently 3.6 ml of benzyl bromide were added dropwise to the suspension. After heating for 6 hours under reflux, the reaction mixture was cooled, and the precipitated crystals were filtered out and washed with isopropanol. The crystals obtained were dissolved in dichloromethane and washed with 2M citric acid. The organic phase was dried with magne... The reactants are O.C(C1=CC=CC=C1)(=O)[C@@]([C@@](C(=O)O)(O)C(C1=CC=CC=C1)=O)(O)C(=O)O ((+)-dibenzoyl-D-tartaric acid monohydrate), CNC(=S)C1(C(CCCC1)=O)C=1C=CC=2N(C1)C=C(N2)C ((±)-N-methyl-1-(2-methylimidazo[1,2-a]pyridin-6-yl)-2-oxocyclohexanecarbothioamide). Run in CC(=O)C.O (acetone water), CC(=O)C.O (acetone water). Reaction conditions: time 2 hour. The product is C(C1=CC=CC=C1)(=O)[C@@]([C@@](C(=O)O)(O)C(C1=CC=CC=C1)=O)(O)C(=O)O.CNC(=S)C1(C(CCCC1)=O)C=1C=CC=2N(C1)C=C(N2)C ((+)-N-methyl-1-(2-methylimidazo[1,2-a]pyridin-6-yl)-2-oxocyclohexanecarbothioamide (+)-dibenzoyl-D-tartrate). RXN SMILES: O.[C:2]([C@:10]([C:25]([OH:27])=[O:26])([OH:24])[C@:11]([C:16](=[O:23])[C:17]1[CH:22]=[CH:21][CH:20]=[CH:19][CH:18]=1)([OH:15])[C:12]([OH:14])=[O:13])(=[O:9])[C:3]1[CH:8]=[CH:7][CH:6]=[CH:5][CH:4]=1.[CH3:28][NH:29][C:30]([C:32]1([C:39]2[CH:40]=[CH:41][C:42]3[N:43]([CH:45]=[C:46]([CH3:48])[N:47]=3)[CH:44]=2)[CH2:37][CH2:36][CH2:35][CH2:34][C:33]1=[O:38])=[S:31]>CC(C)=O.O>[C:16]([C@:11]([C:12]([OH:14])=[O:13])([OH:15])[C@:10]([C:2](=[O:9])[C:3]1[CH:8]=[CH:7][CH:6]=[CH:5][CH:4]=1)([OH:24])[C:25]([OH:27])=[O:26])(=[O:23])[C:17]1[CH:22]=[CH:21][CH:20]=[CH:19][CH:18]=1.[CH3:28][NH:29][C:30]([C:32]1([C:39]2[CH:40]=[CH:41][C:42]3[N:43]([CH:45]=[C:46]([CH3:48])[N:47]=3)[CH:44]=2)[CH2:37][CH2:36][CH2:35][CH2:34][C:33]1=[O:38])=[S:31] |f:0.1,3.4,5.6|. Procedure: A solution of 20.26 g (53.8 mmol) of (+)-dibenzoyl-D-tartaric acid monohydrate in 110 ml of an acetone/water (4:1) mixture was added to a solution of 16.21 g (53.8 mmol) of the (±)-N-methyl-1-(2-methylimidazo[1,2-a]pyridin-6-yl)-2-oxocyclohexanecarbothioamide prepared in the Example 5 in 900 ml of an acetone/water (4:1) mixture. The obtained mixture was allowed to stand at room temperature for 2 hours, giving (+)-N-methyl-1-(2-methylimidazo[1,2-a]pyridin-6-yl)-2-oxocyclohexanecarbothioamide (+)-...